Task: describe an organic reaction: reactants, conditions, products, and yield. Dataset: the Open Reaction Database (ORD), a public repository of structured organic reaction records Reactants: [N-]=[N+]=[N-].FC1=C(C(=C(C(=C1B(C1=C(C(=C(C(=C1F)F)F)F)F)C1=C(C(=C(C(=C1F)F)F)F)F)F)F)F)F.FC1=C(C(=C(C(=C1B(C1=C(C(=C(C(=C1F)F)F)F)F)C1=C(C(=C(C(=C1F)F)F)F)F)F)F)F)F.[K+] (Potassium bis(tris(pentafluorophenyl)borane)azide), [Cl-].C(CCCCCCCCCCCCCCCCC)[NH+](C)CCCCCCCCCCCCCCCCCC (dioctadecylmethylammonium chloride). Run in ClCCl (dichloromethane). Reaction conditions: temperature -78 celsius. The product is [N-]=[N+]=[N-].FC1=C(C(=C(C(=C1B(C1=C(C(=C(C(=C1F)F)F)F)F)C1=C(C(=C(C(=C1F)F)F)F)F)F)F)F)F.FC1=C(C(=C(C(=C1B(C1=C(C(=C(C(=C1F)F)F)F)F)C1=C(C(=C(C(=C1F)F)F)F)F)F)F)F)F.C(CCCCCCCCCCCCCCCCC)[NH+](C)CCCCCCCCCCCCCCCCCC (Dioctadecylmethylammonium bis(tris(Pentafluorophenyl)borane)azide). RXN SMILES: [N-:1]=[N+:2]=[N-:3].[F:4][C:5]1[C:10]([B:11]([C:23]2[C:28]([F:29])=[C:27]([F:30])[C:26]([F:31])=[C:25]([F:32])[C:24]=2[F:33])[C:12]2[C:17]([F:18])=[C:16]([F:19])[C:15]([F:20])=[C:14]([F:21])[C:13]=2[F:22])=[C:9]([F:34])[C:8]([F:35])=[C:7]([F:36])[C:6]=1[F:37].[F:38][C:39]1[C:44]([B:45]([C:57]2[C:62]([F:63])=[C:61]([F:64])[C:60]([F:65])=[C:59]([F:66])[C:58]=2[F:67])[C:46]2[C:51]([F:52])=[C:50]([F:53])[C:49]([F:54])=[C:48]([F:55])[C:47]=2[F:56])=[C:43]([F:68])[C:42]([F:69])=[C:41]([F:70])[C:40]=1[F:71].[K+].[Cl-].[CH2:74]([NH+:92]([CH2:94][CH2:95][CH2:96][CH2:97][CH2:98][CH2:99][CH2:100][CH2:101][CH2:102][CH2:103][CH2:104][CH2:105][CH2:106][CH2:107][CH2:108][CH2:109][CH2:110][CH3:111])[CH3:93])[CH2:75][CH2:76][CH2:77][CH2:78][CH2:79][CH2:80][CH2:81][CH2:82][CH2:83][CH2:84][CH2:85][CH2:86][CH2:87][CH2:88][CH2:89][CH2:90][CH3:91]>ClCCl>[N-:1]=[N+:2]=[N-:3].[F:29][C:28]1[C:23]([B:11]([C:10]2[C:5]([F:4])=[C:6]([F:37])[C:7]([F:36])=[C:8]([F:35])[C:9]=2[F:34])[C:12]2[C:13]([F:22])=[C:14]([F:21])[C:15]([F:20])=[C:16]([F:19])[C:17]=2[F:18])=[C:24]([F:33])[C:25]([F:32])=[C:26]([F:31])[C:27]=1[F:30].[F:63][C:62]1[C:57]([B:45]([C:44]2[C:39]([F:38])=[C:40]([F:71])[C:41]([F:70])=[C:42]([F:69])[C:43]=2[F:68])[C:46]2[C:47]([F:56])=[C:48]([F:55])[C:49]([F:54])=[C:50]([F:53])[C:51]=2[F:52])=[C:58]([F:67])[C:59]([F:66])=[C:60]([F:65])[C:61]=1[F:64].[CH2:94]([NH+:92]([CH2:74][CH2:75][CH2:76][CH2:77][CH2:78][CH2:79][CH2:80][CH2:81][CH2:82][CH2:83][CH2:84][CH2:85][CH2:86][CH2:87][CH2:88][CH2:89][CH2:90][CH3:91])[CH3:93])[CH2:95][CH2:96][CH2:97][CH2:98][CH2:99][CH2:100][CH2:101][CH2:102][CH2:103][CH2:104][CH2:105][CH2:106][CH2:107][CH2:108][CH2:109][CH2:110][CH3:111] |f:0.1.2.3,4.5,7.8.9.10|. Procedure details: Potassium bis(tris(pentafluorophenyl)borane)azide (1500.0 mg, 1.3573 mmol) and dioctadecylmethylammonium chloride (777.0 mg, 1.3573 mmol) were placed in a 50 mL flask. The solids were cooled to −78° C. and taken up in 20 mL of dichloromethane, added via syringe under argon counter-flow. As the stirred mixture warmed, the original solids dissolved and a fine precipitate of a colorless solid formed. The solid was removed by filtration and washed with two 5 mL portions of dichloromethane. The filtr... The reactants are [N+](=[N-])=C (diazomethane), C(C1=CC=CC=C1)=C1C(=C(C(N1)=O)[N+](=O)[O-])O (benzylidene-4-hydroxy-3-nitro-3-pyrrolin-2-one), C(C1=CC=CC=C1)N (benzylamine). Run in CO (methanol), CCOCC (ether), CO (methanol). The product is C(C1=CC=CC=C1)NC1=C(C(NC1=CC1=CC=CC=C1)=O)[N+](=O)[O-] (4-Benzylamino-5-benzylidene-3-nitro-1,5-dihydropyrrol-2-one). Yield: 60.0%. RXN SMILES: [N+](=C)=[N-].[CH:4](=[C:11]1[NH:15][C:14](=[O:16])[C:13]([N+:17]([O-:19])=[O:18])=[C:12]1O)[C:5]1[CH:10]=[CH:9][CH:8]=[CH:7][CH:6]=1.[CH2:21]([NH2:28])[C:22]1[CH:27]=[CH:26][CH:25]=[CH:24][CH:23]=1>CCOCC.CO>[CH2:21]([NH:28][C:12]1[C:11](=[CH:4][C:5]2[CH:10]=[CH:9][CH:8]=[CH:7][CH:6]=2)[NH:15][C:14](=[O:16])[C:13]=1[N+:17]([O-:19])=[O:18])[C:22]1[CH:27]=[CH:26][CH:25]=[CH:24][CH:23]=1. Reported procedure: An excess of diazomethane in ether is added to a suspension of 0.46 g (2 mmol) benzylidene-4-hydroxy-3-nitro-3-pyrrolin-2-one (prepared by the method of H. Poschenrieder et al (Arch. Pharm. Pharm. Med. Chem. 1998, vol. 331, pp. 389-394) and Stachel et al (J. Heterocycl. Chem. 1980, vol. 17, pp. 1195-1199 and Liebigs Ann. Chem. 1985, pp. 1692-1696)) in 20 ml methanol. When the evolution of nitrogen has subsided, the solvent is stripped off, the residue is dissolved in methanol and the solution is... Starting materials: ClC1=C(C=CC=C1)N1C(N(CC1C(=O)O)S(=O)(=O)C(C)C)=O ((RS)-3-(2-chloro-phenyl)-2-oxo-1-(propane-2-sulfonyl)-imidazolidine-4-carboxylic acid), CC=1C(=NC(=CN1)C)N1CCNCC1 (3′,6′-dimethyl-3,4,5,6-tetrahydro-2H-[1,2′]bipyrazinyl). Product: ClC1=C(C=CC=C1)N1C(N(CC1C(=O)N1CCN(CC1)C1=NC(=CN=C1C)C)S(=O)(=O)C(C)C)=O ((RS)-3-(2-Chloro-phenyl)-4-(3′,6′-dimethyl-2,3,5,6-tetrahydro-[1,2′]bipyrazinyl-4-carbonyl)-1-(propane-2-sulfonyl)-imidazolidin-2-one). As a reaction SMILES: [Cl:1][C:2]1[CH:7]=[CH:6][CH:5]=[CH:4][C:3]=1[N:8]1[CH:12]([C:13](O)=[O:14])[CH2:11][N:10]([S:16]([CH:19]([CH3:21])[CH3:20])(=[O:18])=[O:17])[C:9]1=[O:22].[CH3:23][C:24]1[C:25]([N:31]2[CH2:36][CH2:35][NH:34][CH2:33][CH2:32]2)=[N:26][C:27]([CH3:30])=[CH:28][N:29]=1>>[Cl:1][C:2]1[CH:7]=[CH:6][CH:5]=[CH:4][C:3]=1[N:8]1[CH:12]([C:13]([N:34]2[CH2:35][CH2:36][N:31]([C:25]3[C:24]([CH3:23])=[N:29][CH:28]=[C:27]([CH3:30])[N:26]=3)[CH2:32][CH2:33]2)=[O:14])[CH2:11][N:10]([S:16]([CH:19]([CH3:21])[CH3:20])(=[O:17])=[O:18])[C:9]1=[O:22]. Reported procedure: In analogy to example 1, (RS)-3-(2-chloro-phenyl)-2-oxo-1-(propane-2-sulfonyl)-imidazolidine-4-carboxylic acid (example 85, step 2) was coupled with 3′,6′-dimethyl-3,4,5,6-tetrahydro-2H-[1,2′]bipyrazinyl to give the title compound as a colorless solid. MS: 521.3 ([M+H]+) The reactants are [Cu], FC(F)(F)c1ccc(I)cc1, O=C1CSCCN1. The product is O=C1CSCCN1c1ccc(C(F)(F)F)cc1. RXN SMILES: [Cu:19].[F:8][C:9]([c:10]1[cH:11][cH:12][c:13]([I:16])[cH:14][cH:15]1)([F:17])[F:18].[S:1]1[CH2:2][C:3](=[O:7])[NH:4][CH2:5][CH2:6]1>>[S:1]1[CH2:2][C:3](=[O:7])[N:4]([c:13]2[cH:12][cH:11][c:10]([C:9]([F:8])([F:17])[F:18])[cH:15][cH:14]2)[CH2:5][CH2:6]1. The reactants are CC1=C2C(=NC=C1NC(CCC)=O)N(C(=N2)CCC)CC2=CC=C(C=C2)C2=C(C=CC=C2)S(=O)(=O)N (7-methyl-2-propyl-3-[2'-(aminosulfonyl)[1,1']-biphenyl-4-yl]methyl-6-[(1-oxobutyl)amino]-3H-imidazo[4,5-b]pyridine), ClC(=O)OCC1=CC=CC=C1 (benzyl chloroformate), ClC(=O)OCCCC (butyl chloroformate). RXN SMILES: [CH3:1][C:2]1[C:7]([NH:8][C:9](=[O:13])[CH2:10][CH2:11][CH3:12])=[CH:6][N:5]=[C:4]2[N:14]([CH2:20][C:21]3[CH:26]=[CH:25][C:24]([C:27]4[CH:32]=[CH:31][CH:30]=[CH:29][C:28]=4[S:33]([NH2:36])(=[O:35])=[O:34])=[CH:23][CH:22]=3)[C:15]([CH2:17][CH2:18][CH3:19])=[N:16][C:3]=12.Cl[C:38]([O:40][CH2:41][C:42]1[CH:47]=[CH:46][CH:45]=[CH:44][CH:43]=1)=[O:39].ClC(OCCCC)=O>>[CH3:1][C:2]1[C:7]([NH:8][C:9](=[O:13])[CH2:10][CH2:11][CH3:12])=[CH:6][N:5]=[C:4]2[N:14]([CH2:20][C:21]3[CH:22]=[CH:23][C:24]([C:27]4[CH:32]=[CH:31][CH:30]=[CH:29][C:28]=4[S:33]([NH:36][C:38]([O:40][CH2:41][C:42]4[CH:47]=[CH:46][CH:45]=[CH:44][CH:43]=4)=[O:39])(=[O:35])=[O:34])=[CH:25][CH:26]=3)[C:15]([CH2:17][CH2:18][CH3:19])=[N:16][C:3]=12. Procedure details: The title compound was prepared from 7-methyl-2-propyl-3-[2'-(aminosulfonyl)[1,1']-biphenyl-4-yl]methyl-6-[(1-oxobutyl)amino]-3H-imidazo[4,5-b]pyridine as described in Example 30 substituting the reagent benzyl chloroformate for butyl chloroformate in Step 5. FAB MS for C35H37N5SO5 : M+ +1=640. Yields the product CC1=C2C(=NC=C1NC(CCC)=O)N(C(=N2)CCC)CC2=CC=C(C=C2)C2=C(C=CC=C2)S(=O)(=O)NC(=O)OCC2=CC=CC=C2 (7-methyl-2-propyl-3-[[2'-(N-benzyloxycarbonylaminosulfonyl)[1,1']-biphenyl-4-yl]methyl]-6-[(1-oxobutylamino)]-3H-imidazo[4,5-b]pyridine). Starting materials: C(C)(C)(C)OC(=O)NC(C1=CC(=C(S1)SC)S(=O)(=O)C=1C=C(C=CC1)C1=C(C=CC=C1C)NC(NCCNC(NCC(=O)O)=O)=O)=N ({3-[2-(3-{3′-[5-(tert-butoxycarbonylamino-imino-methyl)-2-methylsulfanyl-thiophene-3-sulfonyl]-6-methyl-biphenyl-2-yl}-ureido)-ethyl]-ureido}-acetic acid), FC(C(=O)O)(F)F (trifluoroacetic acid). Run in C(Cl)Cl (CH2Cl2). Run at time 1.2 hour. Yields the product FC(C(=O)O)(F)F.C(N)(=N)C1=CC(=C(S1)SC)S(=O)(=O)C=1C=C(C=CC1)C1=C(C=CC=C1C)NC(NCCNC(NCC(=O)O)=O)=O ([3-(2-{3-[3′-(5-carbamimidoyl-2-methylsulfanyl-thiophene-3-sulfonyl)-6-methyl-biphenyl-2-yl]-ureido}-ethyl)-ureido]-acetic acid trifluoroacetate). The yield is 60.0%. RXN SMILES: C(OC([NH:8][C:9](=[NH:47])[C:10]1[S:14][C:13]([S:15][CH3:16])=[C:12]([S:17]([C:20]2[CH:21]=[C:22]([C:26]3[C:31]([CH3:32])=[CH:30][CH:29]=[CH:28][C:27]=3[NH:33][C:34](=[O:46])[NH:35][CH2:36][CH2:37][NH:38][C:39](=[O:45])[NH:40][CH2:41][C:42]([OH:44])=[O:43])[CH:23]=[CH:24][CH:25]=2)(=[O:19])=[O:18])[CH:11]=1)=O)(C)(C)C.[F:48][C:49]([F:54])([F:53])[C:50]([OH:52])=[O:51]>C(Cl)Cl>[F:48][C:49]([F:54])([F:53])[C:50]([OH:52])=[O:51].[C:9]([C:10]1[S:14][C:13]([S:15][CH3:16])=[C:12]([S:17]([C:20]2[CH:21]=[C:22]([C:26]3[C:31]([CH3:32])=[CH:30][CH:29]=[CH:28][C:27]=3[NH:33][C:34](=[O:46])[NH:35][CH2:36][CH2:37][NH:38][C:39](=[O:45])[NH:40][CH2:41][C:42]([OH:44])=[O:43])[CH:23]=[CH:24][CH:25]=2)(=[O:19])=[O:18])[CH:11]=1)(=[NH:8])[NH2:47] |f:3.4|. Reported procedure: A suspension of {3-[2-(3-{3′-[5-(tert-butoxycarbonylamino-imino-methyl)-2-methylsulfanyl-thiophene-3-sulfonyl]-6-methyl-biphenyl-2-yl}-ureido)-ethyl]-ureido}-acetic acid ((Example 196: step b) 0.025 g, 0.035 mmol) in CH2Cl2 (10 mL) was treated with trifluoroacetic acid (1.00 mL) and stirred at room temperature 1.2 h. Solvents were removed in vacuo. Preparatory HPLC (10–80% acetonitrile in 1% TFA/water over 30 min.) afforded the product [3-(2-{3-[3′-(5-carbamimidoyl-2-methylsulfanyl-thiophene-3-s... Starting materials: CCCCCC(O)CCCC(CCCCCCC(=O)OCC)C(=O)CO, CO, [K+], [OH-]. The product is CCCCCC(O)CCCC(CCCCCCC(=O)O)C(=O)CO. Reaction SMILES: [C:1]([CH2:2][OH:3])(=[O:4])[CH:5]([CH2:6][CH2:7][CH2:8][CH2:9][CH2:10][CH2:11][C:12](=[O:13])[O:14][CH2:15][CH3:16])[CH2:17][CH2:18][CH2:19][CH:20]([CH2:21][CH2:22][CH2:23][CH2:24][CH3:25])[OH:26].[CH3:29][OH:30].[K+:28].[OH-:27]>>[C:1]([CH2:2][OH:3])(=[O:4])[CH:5]([CH2:6][CH2:7][CH2:8][CH2:9][CH2:10][CH2:11][C:12](=[O:13])[OH:14])[CH2:17][CH2:18][CH2:19][CH:20]([CH2:21][CH2:22][CH2:23][CH2:24][CH3:25])[OH:26]. Starting materials: COC=CC(OC)OC (1,3,3-trimethoxypropene), S1(CC(C2=C1C=CC=C2)=O)(=O)=O (1-benzothiophen-3(2H)-one 1,1-dioxide). Conditions: temperature 90 celsius. Yields the product CO/C=C/C=C\1/S(C2=C(C1=O)C=CC=C2)(=O)=O ((2E)-2-[(2E)-3-Methoxyprop-2-enylidene]-1-benzothiophen-3(2H)-one 1,1-Dioxide). Isolated yield 75.1%. RXN SMILES: CO[CH:3]=[CH:4][CH:5]([O:8][CH3:9])OC.[S:10]1(=[O:21])(=[O:20])[C:14]2[CH:15]=[CH:16][CH:17]=[CH:18][C:13]=2[C:12](=[O:19])[CH2:11]1>>[CH3:9][O:8]/[CH:5]=[CH:4]/[CH:3]=[C:11]1/[S:10](=[O:20])(=[O:21])[C:14]2[CH:15]=[CH:16][CH:17]=[CH:18][C:13]=2[C:12]/1=[O:19]. Procedure details: A mixture of 1,3,3-trimethoxypropene (2.64 g, 20 mmol) and 1.82 g (10 mmol) of 1-benzothiophen-3(2H)-one 1,1-dioxide was heated at 90° C. for 12 h. The solid formed was recrystallized from MeOH to give 1.88 g (75% yield) of final product. 1H NMR (400 MHz, CDCl3): δ 4.02 (s, 3H, OCH3), 6.51 (t, 3JH—H=12.3 Hz, 1H), 7.51-8.11 (m, 6H). GC-MS (70 eV) m/e (relative intensity): 250 (65, M+), 219 (100, (M−OCH3)+).